describe an organic reaction: reactants, conditions, products, and yield From a dataset of the Open Reaction Database (ORD), a public repository of structured organic reaction records. Reactants: CCOC(=O)C(=CC1(c2ccccc2C(F)(F)F)CCC1)OCC, CCO, [Na+], [OH-], O. Yields the product CCOC(=CC1(c2ccccc2C(F)(F)F)CCC1)C(=O)O. Reaction SMILES: [CH2:1]([CH3:2])[O:3][C:4]([C:5](=[CH:6][C:7]1([c:11]2[c:12]([C:17]([F:18])([F:19])[F:20])[cH:13][cH:14][cH:15][cH:16]2)[CH2:8][CH2:9][CH2:10]1)[O:21][CH2:22][CH3:23])=[O:24].[CH3:27][CH2:28][OH:29].[Na+:26].[OH-:25].[OH2:30]>>[O:3]=[C:4]([C:5](=[CH:6][C:7]1([c:11]2[c:12]([C:17]([F:18])([F:19])[F:20])[cH:13][cH:14][cH:15][cH:16]2)[CH2:8][CH2:9][CH2:10]1)[O:21][CH2:22][CH3:23])[OH:24]. Reactants: Cl.NC(=N)N (guanidine hydrochloride), [Na] (sodium), [N+](=O)([O-])C=1C=C(C=CC1)C1=NOC(=N1)C(Cl)(Cl)Cl (3-(3-nitro-phenyl)-5-trichloromethyl-1,2,4-oxadiazole). Run in C(C)O (ethanol). Reaction conditions: time 30 minute. Product: N(C(=N)N)C1=NC(=NO1)C1=CC(=CC=C1)[N+](=O)[O-] (5-Guanidino-3-(3-nitrophenyl)1,2,4-oxadiazole). Isolated yield 84.0%. Reaction SMILES: Cl.[NH2:2][C:3]([NH2:5])=[NH:4].[Na].[N+:7]([C:10]1[CH:11]=[C:12]([C:16]2[N:20]=[C:19](C(Cl)(Cl)Cl)[O:18][N:17]=2)[CH:13]=[CH:14][CH:15]=1)([O-:9])=[O:8]>C(O)C>[NH:4]([C:19]1[O:18][N:17]=[C:16]([C:12]2[CH:13]=[CH:14][CH:15]=[C:10]([N+:7]([O-:9])=[O:8])[CH:11]=2)[N:20]=1)[C:3]([NH2:5])=[NH:2] |f:0.1,^1:5|. Procedure details: 7.3 gm of guanidine hydrochloride were added in portions to a solution of 1.8 gm of sodium in 100 ml of ethanol. After 30 minutes of stirring, 22.5 gm of 3-(3-nitro-phenyl)-5-trichloromethyl-1,2,4-oxadiazole were added. The solid which separated out overnight was filtered off and dried, yielding 15.2 gm of the title compound, m.p. 290°-291° C. The reactants are O=C(CBr)c1ccccc1, O=C([O-])[O-], CCOC(=O)CC(=O)CC12CC3CC(CC(C3)C1)C2, CC(C)=O, [I-], [K+], [K+], [Na+]. Yields the product CCOC(=O)C(CC(=O)c1ccccc1)C(=O)CC12CC3CC(CC(C3)C1)C2. RXN SMILES: [Br:28][CH2:29][C:30](=[O:31])[c:32]1[cH:33][cH:34][cH:35][cH:36][cH:37]1.[C:22](=[O:23])([O-:24])[O-:25].[CH2:1]([CH3:2])[O:3][C:4]([CH2:5][C:6]([CH2:7][C:8]12[CH2:9][CH:10]3[CH2:11][CH:12]([CH2:13][CH:14]([CH2:15]1)[CH2:16]3)[CH2:17]2)=[O:18])=[O:19].[CH3:38][C:39](=[O:40])[CH3:41].[I-:21].[K+:26].[K+:27].[Na+:20]>>[CH2:1]([CH3:2])[O:3][C:4]([CH:5]([C:6]([CH2:7][C:8]12[CH2:9][CH:10]3[CH2:11][CH:12]([CH2:13][CH:14]([CH2:15]1)[CH2:16]3)[CH2:17]2)=[O:18])[CH2:29][C:30](=[O:31])[c:32]1[cH:33][cH:34][cH:35][cH:36][cH:37]1)=[O:19]. Reactants: CS(C)=O, CC(=O)N1CCc2nc(Nc3ccc(-c4cnco4)cc3)nc(OS(=O)(=O)C(F)(F)F)c2C1, NCC1CCCO1. The product is CC(=O)N1CCc2nc(Nc3ccc(-c4cnco4)cc3)nc(NCC3CCCO3)c2C1. RXN SMILES: [CH3:41][S:42]([CH3:43])=[O:44].[F:1][C:2]([F:3])([F:4])[S:5]([O:6][c:7]1[c:8]2[c:9]([n:10][c:11]([NH:13][c:14]3[cH:15][cH:16][c:17](-[c:20]4[cH:21][n:22][cH:23][o:24]4)[cH:18][cH:19]3)[n:12]1)[CH2:25][CH2:26][N:27]([C:29]([CH3:30])=[O:31])[CH2:28]2)(=[O:32])=[O:33].[O:34]1[CH:35]([CH2:39][NH2:40])[CH2:36][CH2:37][CH2:38]1>>[c:7]1([NH:40][CH2:39][CH:35]2[O:34][CH2:38][CH2:37][CH2:36]2)[c:8]2[c:9]([n:10][c:11]([NH:13][c:14]3[cH:15][cH:16][c:17](-[c:20]4[cH:21][n:22][cH:23][o:24]4)[cH:18][cH:19]3)[n:12]1)[CH2:25][CH2:26][N:27]([C:29]([CH3:30])=[O:31])[CH2:28]2. Reactants: C(CCC)[Li] (n-butyllithium), C(C)(C)NC(C)C (diisopropylamine), FC1=C(C(=O)O)C=C(C(=C1C)F)F (2,4,5-trifluoro-3-methylbenzoic acid), CI (methyl iodide). Product: FC1=C(C(=O)O)C(=C(C(=C1C)F)F)C (2,4,5-trifluoro-3,6-dimethylbenzoic Acid). Solvent: O1CCCC1 (tetrahydrofuran), CCCCCC (n-hexane), O1CCCC1 (tetrahydrofuran), O (water), C(C)OCC (Diethylether). Procedure details: 70 ml of 1.69M n-hexane solution of n-butyllithium was added dropwise to solution of 18 ml of diisopropylamine in 75 ml of tetrahydrofuran at −65 ° C. under nitrogen stream, and the mixture was stirred at the same temperature for 15 minutes. To the solution was added dropwise solution of 9.5 g of 2,4,5-trifluoro-3-methylbenzoic acid in 75 ml of tetrahydrofuran at −60° C., and the mixture was stirred at the same temperature for 15 minutes. To the solution was added dropwise 9.5 ml of methyl iodid... Conditions: time 15 minute. Reaction SMILES: [CH2:1]([Li])CCC.C(NC(C)C)(C)C.[F:13][C:14]1[C:22]([CH3:23])=[C:21]([F:24])[C:20]([F:25])=[CH:19][C:15]=1[C:16]([OH:18])=[O:17].CI>O1CCCC1.O.C(OCC)C.CCCCCC>[F:13][C:14]1[C:22]([CH3:23])=[C:21]([F:24])[C:20]([F:25])=[C:19]([CH3:1])[C:15]=1[C:16]([OH:18])=[O:17].